From a dataset of the Open Reaction Database (ORD), a public repository of structured organic reaction records. describe an organic reaction: reactants, conditions, products, and yield The reactants are OCCCO, CN(C)C=O, O=[N+]([O-])c1cc(F)ccc1F, [H-], [Na+]. The product is O=[N+]([O-])c1cc(F)ccc1OCCCO. As a reaction SMILES: [CH2:1]([CH2:2][CH2:3][OH:4])[OH:5].[CH3:19][N:20]([CH3:21])[CH:22]=[O:23].[F:8][c:9]1[c:10]([N+:16](=[O:17])[O-:18])[cH:11][c:12]([F:15])[cH:13][cH:14]1.[H-:6].[Na+:7]>>[CH2:1]([CH2:2][CH2:3][O:4][c:9]1[c:10]([N+:16](=[O:17])[O-:18])[cH:11][c:12]([F:15])[cH:13][cH:14]1)[OH:5]. Reaction SMILES: [C:68](=[O:69])([O-:70])[OH:71].[CH2:1]([c:2]1[cH:3][cH:4][cH:5][cH:6][cH:7]1)[O:8][C:9](=[O:10])[N:11]1[CH2:12][CH2:13][N:14]([C:17](=[O:18])[C:19]([C:20](=[O:21])[NH:22][CH2:23][CH2:24][O:25][c:26]2[cH:27][c:28]([CH3:53])[c:29]([CH2:32][c:33]3[c:34]([O:41][CH:42]4[O:43][CH:44]([CH2:45][OH:46])[CH:47]([OH:48])[CH:49]([OH:50])[CH:51]4[OH:52])[n:35][nH:36][c:37]3[CH:38]([CH3:39])[CH3:40])[cH:30][cH:31]2)([CH3:54])[CH3:55])[CH2:15][CH2:16]1.[CH3:73][CH:74]([OH:75])[CH3:76].[Na+:72].[OH2:56].[c:57]1([CH3:58])[cH:59][cH:60][c:61]([S:62]([OH:63])(=[O:64])=[O:65])[cH:66][cH:67]1>>[CH2:1]([c:2]1[cH:3][cH:4][cH:5][cH:6][cH:7]1)[O:8][C:9](=[O:10])[N:11]1[CH2:12][CH2:13][N:14]([C:17](=[O:18])[C:19]([C:20](=[O:21])[NH:22][CH2:23][CH2:24][O:25][c:26]2[cH:27][c:28]([CH3:53])[c:29]([CH2:32][c:33]3[c:34](=[O:41])[nH:35][nH:36][c:37]3[CH:38]([CH3:39])[CH3:40])[cH:30][cH:31]2)([CH3:54])[CH3:55])[CH2:15][CH2:16]1. The reactants are O=C([O-])O, Cc1cc(OCCNC(=O)C(C)(C)C(=O)N2CCN(C(=O)OCc3ccccc3)CC2)ccc1Cc1c(OC2OC(CO)C(O)C(O)C2O)n[nH]c1C(C)C, CC(C)O, [Na+], O, Cc1ccc(S(=O)(=O)O)cc1. The product is Cc1cc(OCCNC(=O)C(C)(C)C(=O)N2CCN(C(=O)OCc3ccccc3)CC2)ccc1Cc1c(C(C)C)[nH][nH]c1=O. Reactants: C(CCCCCCCCCCCCCCCCCC)NC1=CC=C(C(=O)O)C=C1 (4-(n-nonadecylamino)benzoic acid), [H-].[Na+] (sodium hydride), ClCC(CO)O (1-chloro-2,3-propanediol). Run in CN(P(=O)(N(C)C)N(C)C)C (hexamethylphosphoramide). Product: C(CCCCCCCCCCCCCCCCCC)NC1=CC=C(C(=O)OCC(CO)O)C=C1 (2,3-dihydroxypropyl 4-(n-nonadecylamino)benzoate). Reaction SMILES: [CH2:1]([NH:20][C:21]1[CH:29]=[CH:28][C:24]([C:25]([OH:27])=[O:26])=[CH:23][CH:22]=1)[CH2:2][CH2:3][CH2:4][CH2:5][CH2:6][CH2:7][CH2:8][CH2:9][CH2:10][CH2:11][CH2:12][CH2:13][CH2:14][CH2:15][CH2:16][CH2:17][CH2:18][CH3:19].[H-].[Na+].Cl[CH2:33][CH:34]([OH:37])[CH2:35][OH:36]>CN(C)P(N(C)C)(N(C)C)=O>[CH2:1]([NH:20][C:21]1[CH:22]=[CH:23][C:24]([C:25]([O:27][CH2:33][CH:34]([OH:37])[CH2:35][OH:36])=[O:26])=[CH:28][CH:29]=1)[CH2:2][CH2:3][CH2:4][CH2:5][CH2:6][CH2:7][CH2:8][CH2:9][CH2:10][CH2:11][CH2:12][CH2:13][CH2:14][CH2:15][CH2:16][CH2:17][CH2:18][CH3:19] |f:1.2|. Procedure details: A solution of 8.05 g. of 4-(n-nonadecylamino)benzoic acid in 25 ml. of hexamethylphosphoramide is treated with sodium hydride and then 1-chloro-2,3-propanediol in the manner described in Example 2 to yield 2,3-dihydroxypropyl 4-(n-nonadecylamino)benzoate as a white solid. The reactants are Nc1ncc(Br)nc1-c1ccc(Cl)cc1, BrCBr, O=C([O-])O, CC(C)CCON=O, C[Si](C)(C)Br, CCCCCCC, [Na+]. The product is Clc1ccc(-c2nc(Br)cnc2Br)cc1. As a reaction SMILES: [Br:1][c:2]1[n:3][c:4](-[c:9]2[cH:10][cH:11][c:12]([Cl:15])[cH:13][cH:14]2)[c:5]([NH2:8])[n:6][cH:7]1.[Br:34][CH2:35][Br:36].[C:29](=[O:30])([OH:31])[O-:32].[CH3:16][CH:17]([CH2:18][CH2:19][O:20][N:21]=[O:22])[CH3:23].[CH3:24][Si:25]([Br:26])([CH3:27])[CH3:28].[CH3:37][CH2:38][CH2:39][CH2:40][CH2:41][CH2:42][CH3:43].[Na+:33]>>[Br:1][c:2]1[n:3][c:4](-[c:9]2[cH:10][cH:11][c:12]([Cl:15])[cH:13][cH:14]2)[c:5]([Br:26])[n:6][cH:7]1. Reactants: CO, Cc1ccc([N+](=O)[O-])c(CCN2CCOCC2)c1. The product is Cc1ccc(N)c(CCN2CCOCC2)c1. Reaction SMILES: [CH3:19][OH:20].[CH3:1][c:2]1[cH:3][cH:4][c:5]([N+:16]([O-:17])=[O:18])[c:6]([CH2:8][CH2:9][N:10]2[CH2:11][CH2:12][O:13][CH2:14][CH2:15]2)[cH:7]1>>[CH3:1][c:2]1[cH:3][cH:4][c:5]([NH2:16])[c:6]([CH2:8][CH2:9][N:10]2[CH2:11][CH2:12][O:13][CH2:14][CH2:15]2)[cH:7]1.